The task is: describe an organic reaction: reactants, conditions, products, and yield. This data is from the Open Reaction Database (ORD), a public repository of structured organic reaction records. Reactants: C(C(=C)C)(=O)OCC(COC(C=C)=O)O (3-(acryloyloxy)-2-hydroxypropyl methacrylate), CC1NC1 (2-methylaziridine). Reaction conditions: time 8 hour. The product is OC(COC(C(=C)C)=O)COC(CCN1C(C1)C)=O (2-Methylacrylic acid 2-hydroxy-3-[3-(2-methylaziridin-1-yl)propionyloxy]propyl ester). The yield is 99.3%. As a reaction SMILES: [C:1]([O:6][CH2:7][CH:8]([OH:15])[CH2:9][O:10][C:11](=[O:14])[CH:12]=[CH2:13])(=[O:5])[C:2]([CH3:4])=[CH2:3].[CH3:16][CH:17]1[CH2:19][NH:18]1>>[OH:15][CH:8]([CH2:9][O:10][C:11](=[O:14])[CH2:12][CH2:13][N:18]1[CH2:19][CH:17]1[CH3:16])[CH2:7][O:6][C:1](=[O:5])[C:2]([CH3:4])=[CH2:3]. Procedure details: To a 250 mL round bottomed flask were added 3-(acryloyloxy)-2-hydroxypropyl methacrylate (32.1 g, 0.15 mol, available from Aldrich, cat. 454982) and 2-methylaziridine (10.8 g, about 0.17 mol, 90% pure, available from Aldrich). The reaction flask was cooled briefly in an ice bath and then allowed to stand at room temperature overnight. Excess 2-methylaziridine was removed at reduced pressure to leave the desired product (40.4 g) as a colorless liquid. NMR and IR spectral analyses confirmed the st... Reactants: C(C=CC1=CC=CC=C1)(=O)O (cinnamic acid), N.C([O-])([O-])=O.[NH4+].[NH4+] (ammonia ammonium carbonate). Reaction conditions: temperature 30 celsius. The product is N[C@@H](CC1=CC=CC=C1)C(=O)O (L-phenylalanine). As a reaction SMILES: [C:1]([OH:11])(=[O:10])[CH:2]=[CH:3][C:4]1[CH:9]=[CH:8][CH:7]=[CH:6][CH:5]=1.[NH3:12].C(=O)([O-])[O-].[NH4+].[NH4+]>>[NH2:12][C@H:2]([C:1]([OH:11])=[O:10])[CH2:3][C:4]1[CH:5]=[CH:6][CH:7]=[CH:8][CH:9]=1 |f:1.2.3.4|. Procedure details: Cells obtained by centrifugation of the culture solution at the stationary phase were resuspended in 1 L of 4 M ammonia/ammonium carbonate (pH 10.3), and 20 g of cinnamic acid was added thereto. The reaction was conducted with stirring at 30° C. and 800 rpm. A part of the reaction solution was sampled every 1 hour, and an amount of L-phenylalanine formed in the reaction solution was determined by HPLC. While a substrate was successively added to keep a substrate concentration at 2%, the reaction...